This data is from the Open Reaction Database (ORD), a public repository of structured organic reaction records. The task is: describe an organic reaction: reactants, conditions, products, and yield Starting materials: C(=O)[C@@H]1[C@@](C1)(C1=CC=CC=C1)CN(S(=O)(=O)C1=CC=CC=C1)C (N-{[(1S,2S)-2-formyl-1-phenylcyclopropyl]methyl}-N-methylbenzenesulfonamide), C(C)N(C(OCC1=CC=CC=C1)=O)C1CCNCC1 (benzyl ethyl(piperidin-4-yl)carbamate). Product: C(C)N(C(OCC1=CC=CC=C1)=O)C1CCN(CC1)C[C@@H]1[C@@](C1)(C1=CC=CC=C1)CN(S(=O)(=O)C1=CC=CC=C1)C (benzyl ethyl{1-[((1S,2S)-2-{[methyl(phenylsulfonyl)amino]methyl}-2-phenylcyclopropyl)methyl]piperidin-4-yl}carbamate). As a reaction SMILES: [CH:1]([C@H:3]1[CH2:5][C@@:4]1([CH2:12][N:13]([CH3:23])[S:14]([C:17]1[CH:22]=[CH:21][CH:20]=[CH:19][CH:18]=1)(=[O:16])=[O:15])[C:6]1[CH:11]=[CH:10][CH:9]=[CH:8][CH:7]=1)=O.[CH2:24]([N:26]([CH:37]1[CH2:42][CH2:41][NH:40][CH2:39][CH2:38]1)[C:27](=[O:36])[O:28][CH2:29][C:30]1[CH:35]=[CH:34][CH:33]=[CH:32][CH:31]=1)[CH3:25]>>[CH2:24]([N:26]([CH:37]1[CH2:42][CH2:41][N:40]([CH2:1][C@H:3]2[CH2:5][C@@:4]2([CH2:12][N:13]([CH3:23])[S:14]([C:17]2[CH:22]=[CH:21][CH:20]=[CH:19][CH:18]=2)(=[O:16])=[O:15])[C:6]2[CH:11]=[CH:10][CH:9]=[CH:8][CH:7]=2)[CH2:39][CH2:38]1)[C:27](=[O:36])[O:28][CH2:29][C:30]1[CH:35]=[CH:34][CH:33]=[CH:32][CH:31]=1)[CH3:25]. Procedure details: N-{[(1S,2S)-2-formyl-1-phenylcyclopropyl]methyl}-N-methylbenzenesulfonamide and benzyl ethyl(piperidin-4-yl)carbamate (incorporating by reference as needed Bioorg. and Med. Chem. Lett., 11 (2001), 2475) were reacted as per Preparation 10 to give the title compound. 1H NMR (300 MHz, DMSO-d6) δ 7.67-7.55 (m, 5H), 7.39-7.21 (m, 10H), 5.07 (s, 2H), 3.67 (m, 1H), 3.57 (d, J=13.3 Hz, 1H), 3.17 (q, J=6.6 Hz, 2H), 2.99-2.93 (m, 1H), 2.76 (d, J=13.3 Hz, 1H), 2.75-2.68 (m, 1H), 2.52 (s, 3H), 2.29-2.19 (m,... As a reaction SMILES: [Cl:1][c:2]1[c:3]([N+:9](=[O:10])[O-:11])[cH:4][c:5]([CH3:8])[cH:6][cH:7]1.[I-:31].[NH2:12][CH:13]1[CH2:14][CH2:15][N:16]([C:19](=[O:20])[O:21][CH2:22][CH3:23])[CH2:17][CH2:18]1.[Na+:24].[Na+:25].[Na+:30].[O-:26][C:27](=[O:28])[O-:29].[OH:32][CH:33]1[CH2:34][CH2:35][CH2:36][CH2:37][CH2:38]1>>[c:2]1([NH:12][CH:13]2[CH2:14][CH2:15][N:16]([C:19](=[O:20])[O:21][CH2:22][CH3:23])[CH2:17][CH2:18]2)[c:3]([N+:9](=[O:10])[O-:11])[cH:4][c:5]([CH3:8])[cH:6][cH:7]1. Reactants: Cc1ccc(Cl)c([N+](=O)[O-])c1, [I-], CCOC(=O)N1CCC(N)CC1, [Na+], [Na+], [Na+], O=C([O-])[O-], OC1CCCCC1. Product: CCOC(=O)N1CCC(Nc2ccc(C)cc2[N+](=O)[O-])CC1. Reactants: O (water), Cl.FC1=C(N)C=C(C(=C1)S)C (2-fluoro-5-methyl-4-mercaptoaniline hydrochloride), ClC=1C=C(C=CC1Cl)C(F)(F)F (3,4-dichlorobenzotrifluoride), C([O-])([O-])=O.[K+].[K+] (potassium carbonate). Solvent: CN(C=O)C (dimethylformamide). Reaction conditions: time 6 hour. Yields the product FC1=C(N)C=C(C(=C1)SC1=C(C=C(C=C1)C(F)(F)F)Cl)C (2-fluoro-5-methyl-4-[2-chloro-4-(trifluoromethyl)phenylthio]aniline). Isolated yield 73.0%. As a reaction SMILES: Cl.[F:2][C:3]1[CH:9]=[C:8]([SH:10])[C:7]([CH3:11])=[CH:6][C:4]=1[NH2:5].[Cl:12][C:13]1[CH:14]=[C:15]([C:20]([F:23])([F:22])[F:21])[CH:16]=[CH:17][C:18]=1Cl.C(=O)([O-])[O-].[K+].[K+].O>CN(C)C=O>[F:2][C:3]1[CH:9]=[C:8]([S:10][C:18]2[CH:17]=[CH:16][C:15]([C:20]([F:23])([F:22])[F:21])=[CH:14][C:13]=2[Cl:12])[C:7]([CH3:11])=[CH:6][C:4]=1[NH2:5] |f:0.1,3.4.5|. Procedure: 1.00 Gram of 2-fluoro-5-methyl-4-mercaptoaniline hydrochloride, 2.24 g of 3,4-dichlorobenzotrifluoride and 1.59 g of potassium carbonate were dissolved in 10 ml of dimethylformamide, and the resulting solution was stirred for 6 hours at a temperature of from 110° to 120° C. in an oil bath. Thereafter, the reaction solution was poured into water and extracted with two 100-ml portions of diethyl ether. The extract obtained was washed with water, dried, filtered and concentrated. The residue obtain... Reactants: Cl.C(C1=CC=CC=C1)OC(CNC(C)C#N)=O (benzyl-2-[(1-cyanoethyl)amino]acetate hydrochloride), C(C(=O)Cl)(=O)Cl (oxalyl chloride). Run in C1(=CC=CC=C1)C (toluene). Reaction conditions: temperature 100 celsius. Yields the product ClC1=C(N(C(C(=N1)Cl)=O)CC(=O)OCC1=CC=CC=C1)C (Benzyl 2-[3,5-dichloro-2-methyl-6-oxo-1(6H)-pyrazinyl]acetate). The yield is 41.0%. RXN SMILES: [ClH:1].[CH2:2]([O:9][C:10](=[O:17])[CH2:11][NH:12][CH:13]([C:15]#[N:16])[CH3:14])[C:3]1[CH:8]=[CH:7][CH:6]=[CH:5][CH:4]=1.[C:18](Cl)(=[O:22])[C:19]([Cl:21])=O>C1(C)C=CC=CC=1>[Cl:1][C:15]1[N:16]=[C:19]([Cl:21])[C:18](=[O:22])[N:12]([CH2:11][C:10]([O:9][CH2:2][C:3]2[CH:8]=[CH:7][CH:6]=[CH:5][CH:4]=2)=[O:17])[C:13]=1[CH3:14] |f:0.1|. Procedure details: A suspension of benzyl-2-[(1-cyanoethyl)amino]acetate hydrochloride (preparation 16) (17.8 g, 69.88 mmol) in toluene (120 ml) was treated cautiously with oxalyl chloride (24.38 ml). Once effervescence had ceased the reaction was heated at 100° C. (24 hr). The reaction was cooled, solvent evaporated to dryness and the resultant crude product purified by chromatography (SiO2, gradient elution with 70:30 pentane:ethyl acetate; 50:50 pentane:ethyl acetate; 30:70 pentane:ethyl acetate; 100% ethyl ace... Starting materials: C(C(C)C)N1C=NC=2C=[N+](C=3C=CC=CC3C21)[O-] (1-isobutyl-1H-imidazo[4,5-c]quinolin-5-oxide), C(C)(=O)OC(C)=O (acetic anhydride). Yields the product OC1=NC=2C=CC=CC2C2=C1N=CN2CC(C)C (4-hydroxy-1-isobutyl-1H-imidazo[4,5-c]quinoline). As a reaction SMILES: [CH2:1]([N:5]1[C:17]2[C:16]3[CH:15]=[CH:14][CH:13]=[CH:12][C:11]=3[N+:10]([O-])=[CH:9][C:8]=2[N:7]=[CH:6]1)[CH:2]([CH3:4])[CH3:3].C(OC(=O)C)(=[O:21])C>>[OH:21][C:9]1[C:8]2[N:7]=[CH:6][N:5]([CH2:1][CH:2]([CH3:4])[CH3:3])[C:17]=2[C:16]2[CH:15]=[CH:14][CH:13]=[CH:12][C:11]=2[N:10]=1. Procedure: Using the method of Example 133, 1-isobutyl-1H-imidazo[4,5-c]quinolin-5-oxide (from Example 74) was reacted with acetic anhydride to provide 4-hydroxy-1-isobutyl-1H-imidazo[4,5-c]quinoline, m.p. >300° C. after recrystallization from N,N-dimethylformamide. Analysis: Calculated for C14H15N3O: %C, 69.7; %H, 6.3; %N, 17.4; Found: %C, 69.8; %H, 6.4: %N, 17.6. The reactants are C(C)(C)(C)OC(=O)N1C=C(C=2C1=CN=C(C2)N2C=NN=C2)C=O (1-tert-butyloxycarbonyl-3-formyl-5-(1,2,4-triazol-4-yl)pyrrolo[2,3-c]pyridine), C(=O)(OCC)C=P(C1=CC=CC=C1)(C1=CC=CC=C1)C1=CC=CC=C1 ((carboethoxymethylene)triphenylphosphorane), C1(=CC=CC=C1)C (toluene). Product: C(C)(C)(C)OC(=O)N1C=C(C=2C1=CN=C(C2)N2C=NN=C2)C=CC(=O)OCC (ethyl 3-[1-tert-butyloxycarbonyl-5-(1,2,4-triazol-4-yl)pyrrolo[2,3-c]pyridin-3-yl]prop-2-enoate). Reaction SMILES: [C:1]([O:5][C:6]([N:8]1[C:12]2=[CH:13][N:14]=[C:15]([N:17]3[CH:21]=[N:20][N:19]=[CH:18]3)[CH:16]=[C:11]2[C:10](C=O)=[CH:9]1)=[O:7])([CH3:4])([CH3:3])[CH3:2].[C:24]([CH:29]=P(C1C=CC=CC=1)(C1C=CC=CC=1)C1C=CC=CC=1)([O:26][CH2:27][CH3:28])=[O:25].[C:49]1(C)C=CC=CC=1>>[C:1]([O:5][C:6]([N:8]1[C:12]2=[CH:13][N:14]=[C:15]([N:17]3[CH:21]=[N:20][N:19]=[CH:18]3)[CH:16]=[C:11]2[C:10]([CH:49]=[CH:29][C:24]([O:26][CH2:27][CH3:28])=[O:25])=[CH:9]1)=[O:7])([CH3:4])([CH3:2])[CH3:3]. Procedure details: A solution of 1-tert-butyloxycarbonyl-3-formyl-5-(1,2,4-triazol-4-yl)pyrrolo[2,3-c]pyridine (0.71 g, 2.3 mmol) and (carboethoxymethylene)triphenylphosphorane (0.95 g, 2.7 mmol) in toluene (25 mL) was heated at 80° C. under nitrogen for 2 hours. The mixture was allowed to cool and the solvent evaporated in vacuo. The residue was chromatographed on silica eluting with 20% EtOAC in DCM, followed by a gradient of 2 to 5% MeOH in DCM to afford ethyl 3-[1-tert-butyloxycarbonyl-5-(1,2,4-triazol-4-yl)py... The reactants are O=C([O-])[O-], CN(C)C=O, Cc1oc(-c2cccs2)nc1CCl, [K+], [K+], O, CCOC(=O)CCCCCCC(=NOCc1ccc(O)cc1)c1ccccc1. The product is CCOC(=O)CCCCCCC(=NOCc1ccc(OCc2nc(-c3cccs3)oc2C)cc1)c1ccccc1. As a reaction SMILES: [C:42](=[O:43])([O-:44])[O-:45].[CH3:48][N:49]([CH3:50])[CH:51]=[O:52].[Cl:1][CH2:2][c:3]1[n:4][c:5](-[c:9]2[s:10][cH:11][cH:12][cH:13]2)[o:6][c:7]1[CH3:8].[K+:46].[K+:47].[OH2:53].[OH:14][c:15]1[cH:16][cH:17][c:18]([CH2:19][O:20][N:21]=[C:22]([CH2:23][CH2:24][CH2:25][CH2:26][CH2:27][CH2:28][C:29](=[O:30])[O:31][CH2:32][CH3:33])[c:34]2[cH:35][cH:36][cH:37][cH:38][cH:39]2)[cH:40][cH:41]1>>[CH2:2]([c:3]1[n:4][c:5](-[c:9]2[s:10][cH:11][cH:12][cH:13]2)[o:6][c:7]1[CH3:8])[O:14][c:15]1[cH:16][cH:17][c:18]([CH2:19][O:20][N:21]=[C:22]([CH2:23][CH2:24][CH2:25][CH2:26][CH2:27][CH2:28][C:29](=[O:30])[O:31][CH2:32][CH3:33])[c:34]2[cH:35][cH:36][cH:37][cH:38][cH:39]2)[cH:40][cH:41]1.